This data is from the Open Reaction Database (ORD), a public repository of structured organic reaction records. The task is: describe an organic reaction: reactants, conditions, products, and yield The reactants are CC1=C(C=C(C=C1)C=1OC(=NN1)C)C1=CC=C(C=C1)C(=O)O (2′-Methyl-5′-(5-methyl-1,3,4-oxadiazol-2-yl)-1,1′-biphenyl-4-carboxylic acid), C=1C=CC2=C(C1)N=NN2O (HOBT), Cl.CN(CCCN=C=NCC)C (1-(3-dimethylaminopropyl)-3-ethyl carbodiimide hydrochloride), CC(CN)CC (2-methylbutylamine). Solvent: CN(C)C=O (DMF). Conditions: time 18 hour. Product: CC1=C(C=C(C=C1)C=1OC(=NN1)C)C1=CC=C(C=C1)C(=O)NCC(CC)C (2′-methyl-N-(2-methylbutyl)-5′-(5-methyl-1,3,4-oxadiazol-2-yl)-1,1′-biphenyl-4-carboxamide). As a reaction SMILES: [CH3:1][C:2]1[CH:7]=[CH:6][C:5]([C:8]2[O:9][C:10]([CH3:13])=[N:11][N:12]=2)=[CH:4][C:3]=1[C:14]1[CH:19]=[CH:18][C:17]([C:20]([OH:22])=O)=[CH:16][CH:15]=1.C1C=CC2N(O)N=NC=2C=1.Cl.CN(C)CCCN=C=NCC.[CH3:45][CH:46]([CH2:49][CH3:50])[CH2:47][NH2:48]>CN(C=O)C>[CH3:1][C:2]1[CH:7]=[CH:6][C:5]([C:8]2[O:9][C:10]([CH3:13])=[N:11][N:12]=2)=[CH:4][C:3]=1[C:14]1[CH:19]=[CH:18][C:17]([C:20]([NH:48][CH2:47][CH:46]([CH3:45])[CH2:49][CH3:50])=[O:22])=[CH:16][CH:15]=1 |f:2.3|. Procedure: 2′-Methyl-5′-(5-methyl-1,3,4-oxadiazol-2-yl)-1,1′-biphenyl-4-carboxylic acid (11.3 mg, 0.034 mmol), HOBT (6.0 mg, 0.044 mmol), 1-(3-dimethylaminopropyl)-3-ethyl carbodiimide hydrochloride (8.0 mg, 0.042 mmol) and 2-methylbutylamine (0.34 mmol) were mixed in DMF (0.7 ml) and the reaction left at room temperature for 18 h. The DMF was evaporated under vacuum and the residue partitioned between DCM (0.4 ml) and water (0.4 ml). The organic phase was washed with aqueous sodium hydroxide (0.5M, 0.2 ml... Starting materials: N#CCCBr, O=C([O-])[O-], CCOCC, CC(C)=O, CCO, Cl, Fc1ccc(C2CCNCC2COc2ccc3c(c2)OCO3)cc1, [K+], [K+]. Yields the product Cl, N#CCCN1CCC(c2ccc(F)cc2)C(COc2ccc3c(c2)OCO3)C1. Reaction SMILES: [Br:26][CH2:27][CH2:28][C:29]#[N:30].[C:31](=[O:32])([O-:33])[O-:34].[CH2:44]([O:45][CH2:46][CH3:47])[CH3:48].[CH3:37][C:38](=[O:39])[CH3:40].[CH3:41][CH2:42][OH:43].[ClH:1].[F:2][c:3]1[cH:4][cH:5][c:6]([CH:9]2[CH:10]([CH2:15][O:16][c:17]3[cH:18][c:19]4[c:20]([cH:21][cH:22]3)[O:23][CH2:24][O:25]4)[CH2:11][NH:12][CH2:13][CH2:14]2)[cH:7][cH:8]1.[K+:35].[K+:36]>>[ClH:1].[F:2][c:3]1[cH:4][cH:5][c:6]([CH:9]2[CH:10]([CH2:15][O:16][c:17]3[cH:18][c:19]4[c:20]([cH:21][cH:22]3)[O:23][CH2:24][O:25]4)[CH2:11][N:12]([CH2:27][CH2:28][C:29]#[N:30])[CH2:13][CH2:14]2)[cH:7][cH:8]1. The reactants are [Li]CCCC (nBuLi), IC1=CN(C2=NC=C(N=C21)C2=CC(=C(C(=C2)OC)OC)OC)[Si](C(C)C)(C(C)C)C(C)C (7-iodo-5-triisopropylsilanyl-2-(3,4,5-trimethoxy-phenyl)-5H-pyrrolo[2,3-b]pyrazine), CON(C(=O)C1(CC1)C)C (1-methyl-cyclopropanecarboxylic acid methoxy-methyl-amide). Solvent: O1CCCC1 (tetrahydrofuran). Conditions: time 30 second. The product is CC1(CC1)C(=O)C1=CN(C2=NC=C(N=C21)C2=CC(=C(C(=C2)OC)OC)OC)[Si](C(C)C)(C(C)C)C(C)C ((1-methyl-cyclopropyl)-[5-triisopropylsilanyl-2-(3,4,5-trimethoxy-phenyl)-5H-pyrrolo[2,3-b]pyrazin-7-yl]-methanone). Yield: 19.1%. RXN SMILES: I[C:2]1[C:10]2[C:5](=[N:6][CH:7]=[C:8]([C:11]3[CH:16]=[C:15]([O:17][CH3:18])[C:14]([O:19][CH3:20])=[C:13]([O:21][CH3:22])[CH:12]=3)[N:9]=2)[N:4]([Si:23]([CH:30]([CH3:32])[CH3:31])([CH:27]([CH3:29])[CH3:28])[CH:24]([CH3:26])[CH3:25])[CH:3]=1.[Li]CCCC.CON(C)[C:41]([C:43]1([CH3:46])[CH2:45][CH2:44]1)=[O:42]>O1CCCC1>[CH3:46][C:43]1([C:41]([C:2]2[C:10]3[C:5](=[N:6][CH:7]=[C:8]([C:11]4[CH:16]=[C:15]([O:17][CH3:18])[C:14]([O:19][CH3:20])=[C:13]([O:21][CH3:22])[CH:12]=4)[N:9]=3)[N:4]([Si:23]([CH:30]([CH3:32])[CH3:31])([CH:27]([CH3:29])[CH3:28])[CH:24]([CH3:26])[CH3:25])[CH:3]=2)=[O:42])[CH2:45][CH2:44]1. Procedure details: A solution of 7-iodo-5-triisopropylsilanyl-2-(3,4,5-trimethoxy-phenyl)-5H-pyrrolo[2,3-b]pyrazine (116 mg, 0.2 mmol) in anhydrous tetrahydrofuran (3 ml) was cooled to −78° C. and treated with nBuLi (2.13M in hexanes, 0.13 ml, 0.27 mmol) dropwise. The solution was stirred for 30 seconds and 1-methyl-cyclopropanecarboxylic acid methoxy-methyl-amide (88 mg, 0.61 mmol) was added in one portion. The reaction mixture was stirred at −78° C. for 30 minutes. The reaction mixture was quenched with saturate... Starting materials: O=C(O)c1cccc(C(F)(F)F)c1Cl, NCC(=O)NC(c1cccc(F)c1)c1cccc(F)c1. The product is O=C(CNC(=O)c1cccc(C(F)(F)F)c1Cl)NC(c1cccc(F)c1)c1cccc(F)c1. RXN SMILES: [Cl:21][c:22]1[c:23]([C:24](=[O:25])[OH:26])[cH:27][cH:28][cH:29][c:30]1[C:31]([F:32])([F:33])[F:34].[NH2:1][CH2:2][C:3](=[O:4])[NH:5][CH:6]([c:7]1[cH:8][c:9]([F:13])[cH:10][cH:11][cH:12]1)[c:14]1[cH:15][c:16]([F:20])[cH:17][cH:18][cH:19]1>>[NH:1]([CH2:2][C:3](=[O:4])[NH:5][CH:6]([c:7]1[cH:8][c:9]([F:13])[cH:10][cH:11][cH:12]1)[c:14]1[cH:15][c:16]([F:20])[cH:17][cH:18][cH:19]1)[C:24]([c:23]1[c:22]([Cl:21])[c:30]([C:31]([F:32])([F:33])[F:34])[cH:29][cH:28][cH:27]1)=[O:25]. Starting materials: S(O)(O)(=O)=O (sulphuric acid), ClC1=CC=C(C=C1)C(CCC=O)=C (4-(4-chlorophenyl)pent-4-enal), C(CC)[Mg]I (propylmagnesium iodide). Run in C(C)OCC (diethyl ether), C(C)OCC (diethyl ether). Run at time 1 hour. Yields the product ClC1=CC=C(C=C1)C(=C)CCC(CCC)O (2-(4-chlorophenyl)-5-hydroxyoct-1-ene). The yield is 77.5%. As a reaction SMILES: [Cl:1][C:2]1[CH:7]=[CH:6][C:5]([C:8](=[CH2:13])[CH2:9][CH2:10][CH:11]=[O:12])=[CH:4][CH:3]=1.[CH2:14]([Mg]I)[CH2:15][CH3:16].S(=O)(=O)(O)O>C(OCC)C>[Cl:1][C:2]1[CH:3]=[CH:4][C:5]([C:8]([CH2:9][CH2:10][CH:11]([OH:12])[CH2:14][CH2:15][CH3:16])=[CH2:13])=[CH:6][CH:7]=1. Reported procedure: A solution of 4-(4-chlorophenyl)pent-4-enal (2.0 g) in dry diethyl ether (25 ml) was added to a stirred solution of propylmagnesium iodide [from 1-iodopropane (2.72 g) and magnesium turnings (0.48 g)] in dry diethyl ether (50 ml) under an atmosphere of nitrogen (exotherm). After stirring for 1 hour the reaction mixture was poured into a mixture of ice and dilute sulphuric acid, then extracted with ether. The extracts were washed with water, dried over magnesium sulphate, and concentrated under r... As a reaction SMILES: [CH2:36]1[O:37][CH2:38][CH2:39][CH2:40]1.[CH3:34][OH:35].[Cl:1][c:2]1[n:3][c:4]([C:9](=[O:10])[NH:11][CH:12]2[CH:13]([O:28][CH2:29][CH2:30][F:31])[CH2:14][N:15]([c:18]3[s:19][c:20]([C:23](=[O:24])[O:25][CH2:26][CH3:27])[cH:21][n:22]3)[CH2:16][CH2:17]2)[nH:5][c:6]1[CH2:7][CH3:8].[Li+:32].[OH-:33]>>[Cl:1][c:2]1[n:3][c:4]([C:9](=[O:10])[NH:11][CH:12]2[CH:13]([O:28][CH2:29][CH2:30][F:31])[CH2:14][N:15]([c:18]3[s:19][c:20]([C:23](=[O:24])[OH:25])[cH:21][n:22]3)[CH2:16][CH2:17]2)[nH:5][c:6]1[CH2:7][CH3:8]. Starting materials: C1CCOC1, CO, CCOC(=O)c1cnc(N2CCC(NC(=O)c3nc(Cl)c(CC)[nH]3)C(OCCF)C2)s1, [Li+], [OH-]. Yields the product CCc1[nH]c(C(=O)NC2CCN(c3ncc(C(=O)O)s3)CC2OCCF)nc1Cl. The reactants are COC1=CC=C(C=N1)C1=CC=C(C(=O)O)C=C1 (4-(6-Methoxypyridin-3-yl)benzoic acid), CS(=O)C (dimethylsulfoxide), Cl.[NH+]1=CC=CC=C1 (pyridinium hydrochloride). Reaction conditions: temperature 160 celsius, time 15 minute. Reported procedure: 4-(6-Methoxypyridin-3-yl)benzoic acid (3.34 g, 14.6 mmol), dimethylsulfoxide (6 mL), and pyridinium hydrochloride (8.43 g, 72.9 mmol) were heated together, with stirring, at 160° C. for 15 minutes. The reaction mixture was cooled to ˜90° C., and water added slowly (100 mL). The solution/suspension was cooled to 0° C., the precipitate filtered off and washed with water. The wet product was dried by azeotroping off the residual water with methanol to give the product as a white solid (2.38 g, 11.1... Isolated yield 76.0%. Run in O (water). The product is O=C1C=CC(=CN1)C1=CC=C(C(=O)O)C=C1 (4-(6-Oxo-1,6-dihydropyridin-3-yl)benzoic acid). Reaction SMILES: C[O:2][C:3]1[N:8]=[CH:7][C:6]([C:9]2[CH:17]=[CH:16][C:12]([C:13]([OH:15])=[O:14])=[CH:11][CH:10]=2)=[CH:5][CH:4]=1.CS(C)=O.Cl.[NH+]1C=CC=CC=1>O>[O:2]=[C:3]1[NH:8][CH:7]=[C:6]([C:9]2[CH:17]=[CH:16][C:12]([C:13]([OH:15])=[O:14])=[CH:11][CH:10]=2)[CH:5]=[CH:4]1 |f:2.3|.